This data is from the Open Reaction Database (ORD), a public repository of structured organic reaction records. The task is: describe an organic reaction: reactants, conditions, products, and yield The reactants are C(C)O[C@@H]1[C@H](C[C@@H]2CC[C@H]3[C@@H]4CC[C@H](C(CN5CCOCC5)=O)[C@]4(CC([C@@H]3[C@]2(C1)C)=O)C)O (2β-ethoxy-3α-hydroxy-21-morpholino-5α-pregnane-11,20-dione), C(C)(=O)O (acetic acid). Run in C(C)O (ethanol). The product is aqueous solution, C(C)(=O)O.C(C)O[C@@H]1[C@H](C[C@@H]2CC[C@H]3[C@@H]4CC[C@H](C(CN5CCOCC5)=O)[C@]4(CC([C@@H]3[C@]2(C1)C)=O)C)O (2β-Ethoxy-3α-hydroxy-21-morpholino-5α-pregnane-11,20-dione acetate). The yield is 1.0%. RXN SMILES: [CH2:1]([O:3][C@H:4]1[CH2:29][C@@:28]2([CH3:30])[C@@H:7]([CH2:8][CH2:9][C@@H:10]3[C@@H:27]2[C:26](=[O:31])[CH2:25][C@@:24]2([CH3:32])[C@H:11]3[CH2:12][CH2:13][C@@H:14]2[C:15](=[O:23])[CH2:16][N:17]2[CH2:22][CH2:21][O:20][CH2:19][CH2:18]2)[CH2:6][C@@H:5]1[OH:33])[CH3:2].[C:34]([OH:37])(=[O:36])[CH3:35]>C(O)C>[C:34]([OH:37])(=[O:36])[CH3:35].[CH2:1]([O:3][C@H:4]1[CH2:29][C@@:28]2([CH3:30])[C@@H:7]([CH2:8][CH2:9][C@@H:10]3[C@@H:27]2[C:26](=[O:31])[CH2:25][C@@:24]2([CH3:32])[C@H:11]3[CH2:12][CH2:13][C@@H:14]2[C:15](=[O:23])[CH2:16][N:17]2[CH2:22][CH2:21][O:20][CH2:19][CH2:18]2)[CH2:6][C@@H:5]1[OH:33])[CH3:2] |f:3.4|. Procedure details: A solution of 2β-ethoxy-3α-hydroxy-21-morpholino-5α-pregnane-11,20-dione (116 mg., 0.25 mmole) in ethanol (2 ml.) was treated with 0.1N aqueous acetic acid (2.5 ml. 0.25 mmole) and the resulting solution was evaporated under vacuum. The residue was treated with water (ca 1 ml.) and the undissolved solid (66 mg.) was removed by filtration. The filtrate was diluted to 5 ml. with distilled water, thereby giving a 1% aqueous solution of the title compound. Reactants: Cl (HCl), CC1(C=2C=CC(=CC2C(=CC1)C1=CC=C(C=C1)CC)C#CC1=CC=C(C(=O)OCC)C=C1)C (ethyl 4-[(5,6-dihydro-5,5-dimethyl-8-(4-ethylphenyl)-2-naphthalenyl)ethynyl]benzoate), CC1(C=2C=CC(=CC2C(=CC1)C1=CC=C(C=C1)CC)C#CC1=CC=C(C(=O)OCC)C=C1)C (ethyl 4-[(5,6-dihydro-5,5-dimethyl-8-(4-ethylphenyl)-2-naphthalenyl)ethynyl]benzoate), [OH-].[Na+] (NaOH). Solvent: CCO (EtOH), C1CCOC1 (THF). Run at temperature 50 celsius. The product is CC1(C=2C=CC(=CC2C(=CC1)C1=CC=C(C=C1)CC)C#CC1=CC=C(C(=O)O)C=C1)C (4-[(5,6-Dihydro-5,5-dimethyl-8-(4-ethylphenyl)-2-naphthalenyl)ethynyl]benzoic acid). RXN SMILES: [CH3:1][C:2]1([CH3:33])[CH2:11][CH:10]=[C:9]([C:12]2[CH:17]=[CH:16][C:15]([CH2:18][CH3:19])=[CH:14][CH:13]=2)[C:8]2[CH:7]=[C:6]([C:20]#[C:21][C:22]3[CH:32]=[CH:31][C:25]([C:26]([O:28]CC)=[O:27])=[CH:24][CH:23]=3)[CH:5]=[CH:4][C:3]1=2.[OH-].[Na+].Cl>CCO.C1COCC1>[CH3:33][C:2]1([CH3:1])[CH2:11][CH:10]=[C:9]([C:12]2[CH:17]=[CH:16][C:15]([CH2:18][CH3:19])=[CH:14][CH:13]=2)[C:8]2[CH:7]=[C:6]([C:20]#[C:21][C:22]3[CH:23]=[CH:24][C:25]([C:26]([OH:28])=[O:27])=[CH:31][CH:32]=3)[CH:5]=[CH:4][C:3]1=2 |f:1.2|. Reported procedure: To a solution of ethyl 4-[(5,6-dihydro-5,5-dimethyl-8-(4-ethylphenyl)-2-naphthalenyl)ethynyl]benzoate (Compound 5) 470 mg (0.108 mmol) in 3 ml of EtOH and 2 ml of THF was added 28.0 mg (0.70 mmol, 0.7 ml) of NaOH (1.0 M aqueous solution). The solution was heated to 50° C. for 2 hours, cooled to room temperature, and acidified with 10% HCl. Extraction with EtOAc, followed by drying over Na2SO4, and removal of the solvents under reduced pressure afforded the title compound as a colorless solid. 1H...